Dataset: the Open Reaction Database (ORD), a public repository of structured organic reaction records. Task: describe an organic reaction: reactants, conditions, products, and yield The reactants are C1(=CC=CC=C1)C1(CNCC1)CCO (2-(3-phenyl-pyrrolidin-3-yl)-ethanol), COC=1C=C(C(=O)Cl)C=C(C1OC)OC (3,4,5-trimethoxy-benzoyl chloride). Yields the product C1(=CC=CC=C1)C1(CN(CC1)C(C1=CC(=C(C(=C1)OC)OC)OC)=O)CCO (2-[3-phenyl-1-(3,4,5-trimethoxybenzoyl)-pyrrolidin-3-yl]-ethanol). RXN SMILES: [C:1]1([C:7]2([CH2:12][CH2:13][OH:14])[CH2:11][CH2:10][NH:9][CH2:8]2)[CH:6]=[CH:5][CH:4]=[CH:3][CH:2]=1.[CH3:15][O:16][C:17]1[CH:18]=[C:19]([CH:23]=[C:24]([O:28][CH3:29])[C:25]=1[O:26][CH3:27])[C:20](Cl)=[O:21]>>[C:1]1([C:7]2([CH2:12][CH2:13][OH:14])[CH2:11][CH2:10][N:9]([C:20](=[O:21])[C:19]3[CH:18]=[C:17]([O:16][CH3:15])[C:25]([O:26][CH3:27])=[C:24]([O:28][CH3:29])[CH:23]=3)[CH2:8]2)[CH:2]=[CH:3][CH:4]=[CH:5][CH:6]=1. Procedure details: Prepared by the method of example 3.1 using 2-(3-phenyl-pyrrolidin-3-yl)-ethanol (10.47 mmol) and 3,4,5-trimethoxy-benzoyl chloride (10.49 mmol). Chromatographed on silica gel (200 g ) eluting with ethyl acetate and then 3% methanol in dichloromethane to give the title compound: The reactants are CC1(OB(OC1(C)C)C1=CC=2C=C3N(C2C=C1)CC(C3)NC(OC(C)(C)C)=O)C (tert-butyl (7-(4,4,5,5-tetramethyl-1,3,2-dioxaborolan-2-yl)-2,3-dihydro-1H-pyrrolo[1,2-a]indol-2-yl)carbamate), F[B-](F)(F)F.C(C)(C)(C)P(C(C)(C)C)C(C)(C)C (tri-tert-butylphosphine tetrafluoroborate), C(C1=CC=CC=C1)OC1=C(C(=O)OCC2=CC=CC=C2)C(=C(C(=N1)Cl)CC)OCC1=CC=CC=C1 (benzyl 2,4-bis(benzyloxy)-6-chloro-5-ethylnicotinate), C([O-])([O-])=O.[K+].[K+] (potassium carbonate). Reagents/catalysts: [Pd].[Pd].C(C1=CC=CC=C1)=CC(=O)C=CC1=CC=CC=C1.C(C1=CC=CC=C1)=CC(=O)C=CC1=CC=CC=C1.C(C1=CC=CC=C1)=CC(=O)C=CC1=CC=CC=C1 (tris(dibenzylideneacetone) dipalladium(0)). As a reaction SMILES: CC1(C)C(C)(C)OB([C:9]2[CH:17]=[CH:16][C:15]3[N:14]4[CH2:18][CH:19]([NH:21][C:22](=[O:28])[O:23][C:24]([CH3:27])([CH3:26])[CH3:25])[CH2:20][C:13]4=[CH:12][C:11]=3[CH:10]=2)O1.[CH2:30]([O:37][C:38]1[N:53]=[C:52](Cl)[C:51]([CH2:55]C)=[C:50]([O:57][CH2:58][C:59]2[CH:64]=[CH:63][CH:62]=[CH:61][CH:60]=2)[C:39]=1[C:40]([O:42][CH2:43][C:44]1[CH:49]=[CH:48][CH:47]=[CH:46][CH:45]=1)=[O:41])[C:31]1[CH:36]=[CH:35][CH:34]=[CH:33][CH:32]=1.C(=O)([O-])[O-].[K+].[K+].F[B-](F)(F)F.C(P(C(C)(C)C)C(C)(C)C)(C)(C)C>CS(C)=O.[Pd].[Pd].C(=CC(C=CC1C=CC=CC=1)=O)C1C=CC=CC=1.C(=CC(C=CC1C=CC=CC=1)=O)C1C=CC=CC=1.C(=CC(C=CC1C=CC=CC=1)=O)C1C=CC=CC=1>[CH2:30]([O:37][C:38]1[N:53]=[C:52]([C:9]2[CH:17]=[CH:16][C:15]3[N:14]4[CH2:18][CH:19]([NH:21][C:22]([O:23][C:24]([CH3:26])([CH3:25])[CH3:27])=[O:28])[CH2:20][C:13]4=[CH:12][C:11]=3[CH:10]=2)[C:51]([CH3:55])=[C:50]([O:57][CH2:58][C:59]2[CH:64]=[CH:63][CH:62]=[CH:61][CH:60]=2)[C:39]=1[C:40]([O:42][CH2:43][C:44]1[CH:49]=[CH:48][CH:47]=[CH:46][CH:45]=1)=[O:41])[C:31]1[CH:36]=[CH:35][CH:34]=[CH:33][CH:32]=1 |f:2.3.4,5.6,8.9.10.11.12|. Product: C(C1=CC=CC=C1)OC1=C(C(=O)OCC2=CC=CC=C2)C(=C(C(=N1)C1=CC=2C=C3N(C2C=C1)CC(C3)NC(=O)OC(C)(C)C)C)OCC3=CC=CC=C3 (benzyl 2,4-bis(benzyloxy)-6-(2-((tert-butoxycarbonyl)amino)-2,3-dihydro-1H-pyrrolo[1,2-a]indol-7-yl)-5-methylnicotinate). Solvent: CS(=O)C (DMSO). Conditions: temperature 120 celsius. Reported procedure: The intermediate from Step 2 (280 mg, 0.7 mmol) was combined with benzyl 2,4-bis(benzyloxy)-6-chloro-5-methylnicotinate (332 mg, 0.7 mmol, prepared according to Example 379, Step 3), potassium carbonate (193 mg, 1.4 mmol), tris(dibenzylideneacetone) dipalladium(0) (32 mg, 0.035 mmol) and tri-tert-butylphosphine tetrafluoroborate (41 mg, 0.14 mmol) in DMSO (3 mL). The mixture was heated under Ar at 120° C. for 20 min. The mixture was cooled to room temperature and partitioned in CH2Cl2 (10 mL) an... Yield: 55.1%.